This data is from the Open Reaction Database (ORD), a public repository of structured organic reaction records. The task is: describe an organic reaction: reactants, conditions, products, and yield The reactants are ethynyl, FC1=CC=C(C(=O)C2=CC=C(C=C2)C#CC2=CC=CC=C2)C=C1 (4-fluoro-4'-phenylethynyibenzophenone), C1(=CC=CC=C1)O (phenol), alkali metal base, C([O-])([O-])=O.[K+].[K+] (potassium carbonate). Product: O(C1=CC=CC=C1)C1=CC=C(C(=O)C2=CC=C(C=C2)C#CC2=CC=CC=C2)C=C1 (4-phenoxy-4'-phenylethynylbenzophenone). As a reaction SMILES: F[C:2]1[CH:23]=[CH:22][C:5]([C:6]([C:8]2[CH:13]=[CH:12][C:11]([C:14]#[C:15][C:16]3[CH:21]=[CH:20][CH:19]=[CH:18][CH:17]=3)=[CH:10][CH:9]=2)=[O:7])=[CH:4][CH:3]=1.[C:24]1([OH:30])[CH:29]=[CH:28][CH:27]=[CH:26][CH:25]=1.C(=O)([O-])[O-].[K+].[K+]>>[O:30]([C:2]1[CH:23]=[CH:22][C:5]([C:6]([C:8]2[CH:13]=[CH:12][C:11]([C:14]#[C:15][C:16]3[CH:21]=[CH:20][CH:19]=[CH:18][CH:17]=3)=[CH:10][CH:9]=2)=[O:7])=[CH:4][CH:3]=1)[C:24]1[CH:29]=[CH:28][CH:27]=[CH:26][CH:25]=1 |f:2.3.4|. Procedure details: The phenylethynyl group has several unexpected advantages over the ethynyl based analog. See the Hergenrother and Delfort references supra. When 4-fluoro-4'-phenylethynyibenzophenone was treated with phenol in the presence of an alkali metal base such as potassium carbonate in a polar aprotic solvent at 160° C., the expected 4-phenoxy-4'-phenylethynylbenzophenone was afforded in nearly quantitative yield. However, when 4-ethynyl-4'-fluorobenzophenone was used in the same procedure, the result wa...